Task: describe an organic reaction: reactants, conditions, products, and yield. Dataset: the Open Reaction Database (ORD), a public repository of structured organic reaction records Starting materials: solid, BrC=1C=CC2=C(N(C=N2)C2=C(C=C(C=C2)F)F)C1 (6-bromo-1-(2,4-difluoro-phenyl)-1H-benzo[d]imidazole), BrC=1C=CC2=C(N(C=N2)C2=C(C=C(C=C2)F)F)C1 (6-bromo-1-(2,4-difluoro-phenyl)-1H-benzo[d]imidazole), ClC1=CC=C(C=C1)N1N=CC=C1B(O)O (1-(4-chloro-phenyl)-1H-pyrazol-5-ylboronic acid), ClC1=CC=C(C=C1)N1N=CC=C1B(O)O (1-(4-chloro-phenyl)-1H-pyrazol-5-ylboronic acid). Product: ClC1=CC=C(C=C1)N1N=CC=C1C=1C=CC2=C(N(C=N2)C2=C(C=C(C=C2)F)F)C1 (6-[2-(4-Chloro-phenyl)-2H-pyrazol-3-yl]-1-(2,4-difluoro-phenyl)-1H-benzoimidazole). RXN SMILES: Br[C:2]1[CH:3]=[CH:4][C:5]2[N:9]=[CH:8][N:7]([C:10]3[CH:15]=[CH:14][C:13]([F:16])=[CH:12][C:11]=3[F:17])[C:6]=2[CH:18]=1.[Cl:19][C:20]1[CH:25]=[CH:24][C:23]([N:26]2[C:30](B(O)O)=[CH:29][CH:28]=[N:27]2)=[CH:22][CH:21]=1>>[Cl:19][C:20]1[CH:21]=[CH:22][C:23]([N:26]2[C:30]([C:2]3[CH:3]=[CH:4][C:5]4[N:9]=[CH:8][N:7]([C:10]5[CH:15]=[CH:14][C:13]([F:16])=[CH:12][C:11]=5[F:17])[C:6]=4[CH:18]=3)=[CH:29][CH:28]=[N:27]2)=[CH:24][CH:25]=1. Procedure details: The title compound, off-white solid (29 mg, 22%), MS (ISP) m/z=407.4 [(M+H)+], mp 133° C., was prepared in accordance with the general method of example 1 from 6-bromo-1-(2,4-difluoro-phenyl)-1H-benzo[d]imidazole (intermediate K) (100 mg, 324 μmol) and 1-(4-chloro-phenyl)-1H-pyrazol-5-ylboronic acid (intermediate D) (79.2 mg, 356 μmol).